Task: describe an organic reaction: reactants, conditions, products, and yield. Dataset: the Open Reaction Database (ORD), a public repository of structured organic reaction records Starting materials: FC1=CC=C(C=C1)C1=C(CC(C1)(C)C)C1=CC=C(C=C1)SC (1-[2-(4-fluorophenyl)-4,4-dimethylcyclopenten-1-yl]-4-(methylthio)benzene), OOS(=O)[O-].[K+] (Oxone), KHSO5, OS(=O)(=O)[O-].[K+] (KHSO4), O (water). Run in CO.O (methanol water). Reaction conditions: time 4 hour. Product: FC1=CC=C(C=C1)C1=C(CC(C1)(C)C)C1=CC=C(C=C1)S(=O)(=O)C (1-[2-(4-fluorophenyl)-4,4-dimethyl cyclopenten-1-yl]-4-(methylsulfonyl)benzene). Yield: 38.0%. Reaction SMILES: [F:1][C:2]1[CH:7]=[CH:6][C:5]([C:8]2[CH2:12][C:11]([CH3:14])([CH3:13])[CH2:10][C:9]=2[C:15]2[CH:20]=[CH:19][C:18]([S:21][CH3:22])=[CH:17][CH:16]=2)=[CH:4][CH:3]=1.[OH:23]OS([O-])=O.[K+].OS([O-])(=O)=O.[K+].[OH2:35]>CO.O>[F:1][C:2]1[CH:7]=[CH:6][C:5]([C:8]2[CH2:12][C:11]([CH3:14])([CH3:13])[CH2:10][C:9]=2[C:15]2[CH:16]=[CH:17][C:18]([S:21]([CH3:22])(=[O:23])=[O:35])=[CH:19][CH:20]=2)=[CH:4][CH:3]=1 |f:1.2,3.4,6.7|. Reported procedure: A solution of 120 mg (0.39 mmol) of 1-[2-(4-fluorophenyl)-4,4-dimethylcyclopenten-1-yl]-4-(methylthio)benzene (Step 9) in 3 mL of methanol/water (1:1) was slowly treated with 470 mg (0.76 mmol) of Oxone® [2 KHSO5.KHSO4. K2SO4 ]in 2 mL of water. After stirring for 4 hours, the solvent was removed in vacuo. The residue was dissolved in ethyl acetate and washed with water and brine, dried (MgSO4), and reconcentrated. Purification by silica gel chromatography (MPLC) with hexane/ethyl acetate (5:1) a... Reactants: ClC=1N=C(C2=C(N1)NC=C2)Cl (2,4-Dichloro-7H-pyrrolo[2,3-d]pyrimidine), N (Ammonia). The solvent is CCOC(=O)C (EtOAc). Reaction conditions: temperature 100 celsius. The product is ClC=1N=C(C2=C(N1)NC=C2)N (2-chloro-7H-pyrrolo[2,3-d]pyrimidine-4-amine). Reaction SMILES: [Cl:1][C:2]1[N:3]=[C:4](Cl)[C:5]2[CH:10]=[CH:9][NH:8][C:6]=2[N:7]=1.[NH3:12]>CCOC(C)=O>[Cl:1][C:2]1[N:3]=[C:4]([NH2:12])[C:5]2[CH:10]=[CH:9][NH:8][C:6]=2[N:7]=1. Procedure: A mixture of 2,4-Dichloro-7H-pyrrolo[2,3-d]pyrimidine (0.1 g, 0.53 mmol) in Ammonia (7 N in MeOH, 1 mL) was heated at 100° C. for 24 h, then it was diluted with EtOAc, washed with Sat. NaHCO3, brine, dried and concentrated to give 2-chloro-7H-pyrrolo[2,3-d]pyrimidine-4-amine (0.06 g). Starting materials: Cl.OC(CNCC1=CC=C(C=C1)S(=O)(=O)N)CCC (4-[(2-hydroxypentylamino)methyl]benzenesulfonamide hydrochloride), C(C1=CC=CC=C1)(=O)C1=C(C(=O)O)C=CC(=C1)Cl (2-benzoyl-4-chlorobenzoic acid). Yields the product ClC=1C=C2C(=C(N(C(C2=CC1)=O)CC1=CC=C(C=C1)S(=O)(=O)N)C(CCC)=O)C1=CC=CC=C1 (4-(6-chloro-3-butyryl-1-oxo-4-phenyl-1H-isoquinolin-2-ylmethyl)benzenesulfonamide). As a reaction SMILES: Cl.[OH:2][CH:3]([CH2:17][CH2:18][CH3:19])[CH2:4][NH:5][CH2:6][C:7]1[CH:12]=[CH:11][C:10]([S:13]([NH2:16])(=[O:15])=[O:14])=[CH:9][CH:8]=1.[C:20]([C:28]1[CH:36]=[C:35]([Cl:37])[CH:34]=[CH:33][C:29]=1[C:30](O)=[O:31])(=O)[C:21]1[CH:26]=[CH:25][CH:24]=[CH:23][CH:22]=1>>[Cl:37][C:35]1[CH:36]=[C:28]2[C:29](=[CH:33][CH:34]=1)[C:30](=[O:31])[N:5]([CH2:6][C:7]1[CH:8]=[CH:9][C:10]([S:13]([NH2:16])(=[O:14])=[O:15])=[CH:11][CH:12]=1)[C:4]([C:3](=[O:2])[CH2:17][CH2:18][CH3:19])=[C:20]2[C:21]1[CH:26]=[CH:25][CH:24]=[CH:23][CH:22]=1 |f:0.1|. Procedure: In the same manner as in Example 452, Step 2, the title compound was synthesized from 4-[(2-hydroxypentylamino)methyl]benzenesulfonamide hydrochloride and 2-benzoyl-4-chlorobenzoic acid. Reactants: COC(=O)C1(CCC1)C1=CC(=CC=C1)OCCCN(CC(C1=CC=CC=C1)C1=CC=CC=C1)CC1=C(C(=CC=C1)C(F)(F)F)Cl (1-(3-{3-[(2-Chloro-3-trifluoromethyl-benzyl)-diphenylethyl-amino]-propoxy}-phenyl)-cyclobutanecarboxylic acid methyl ester), [Li+].[Cl-] (LiCl). The solvent is CN(C)C=O (DMF). Run at time 10 minute. Product: Cl.ClC1=C(CN(CCCOC=2C=C(C=CC2)C2(CCC2)C(=O)O)CC(C2=CC=CC=C2)C2=CC=CC=C2)C=CC=C1C(F)(F)F (1-(3-{3-[(2-Chloro-3-trifluoromethyl-benzyl)-diphenylethyl-amino]-propoxy}-phenyl)-cyclobutanecarboxylic acid hyrdochloride salt). RXN SMILES: C[O:2][C:3]([C:5]1([C:9]2[CH:14]=[CH:13][CH:12]=[C:11]([O:15][CH2:16][CH2:17][CH2:18][N:19]([CH2:34][C:35]3[CH:40]=[CH:39][CH:38]=[C:37]([C:41]([F:44])([F:43])[F:42])[C:36]=3[Cl:45])[CH2:20][CH:21]([C:28]3[CH:33]=[CH:32][CH:31]=[CH:30][CH:29]=3)[C:22]3[CH:27]=[CH:26][CH:25]=[CH:24][CH:23]=3)[CH:10]=2)[CH2:8][CH2:7][CH2:6]1)=[O:4].[Li+].[Cl-]>CN(C=O)C>[ClH:45].[Cl:45][C:36]1[C:37]([C:41]([F:42])([F:43])[F:44])=[CH:38][CH:39]=[CH:40][C:35]=1[CH2:34][N:19]([CH2:20][CH:21]([C:22]1[CH:27]=[CH:26][CH:25]=[CH:24][CH:23]=1)[C:28]1[CH:29]=[CH:30][CH:31]=[CH:32][CH:33]=1)[CH2:18][CH2:17][CH2:16][O:15][C:11]1[CH:10]=[C:9]([C:5]2([C:3]([OH:4])=[O:2])[CH2:6][CH2:7][CH2:8]2)[CH:14]=[CH:13][CH:12]=1 |f:1.2,4.5|. Procedure: A solution of 1-(3-{3-[(2-Chloro-3-trifluoromethyl-benzyl)-diphenylethyl-amino]-propoxy}-phenyl)-cyclobutanecarboxylic acid methyl ester (40 mg, 0.06 mmol) in DMF (9 ml) was treated with LiCl (20 mg, 0.46 mmol). The resulting reaction mixture was heated to reflux overnight and concentrated under vacuum. The crude product was purified by HPLC (YMC CombiPrep ODS-A, 50×20 mm, 20 mL/min, A: acetonitrile B: water, A: 60 to 100% during 10 min, W detection at 254 nm) to give the title compound, the fre... Starting materials: Cc1nc2cccc3n(CC4CCN(C(=O)OC(C)(C)C)CC4)c(=O)c1n23, CO, Cl. The product is Cc1nc2cccc3n(CC4CCNCC4)c(=O)c1n23. Reaction SMILES: [C:1]([O:2][C:3](=[O:4])[N:8]1[CH2:9][CH2:10][CH:11]([CH2:14][n:15]2[c:16](=[O:27])[c:17]3[n:18]4[c:19]([cH:20][cH:21][cH:22][c:23]24)[n:24][c:25]3[CH3:26])[CH2:12][CH2:13]1)([CH3:5])([CH3:6])[CH3:7].[CH3:29][OH:30].[ClH:28]>>[NH:8]1[CH2:9][CH2:10][CH:11]([CH2:14][n:15]2[c:16](=[O:27])[c:17]3[n:18]4[c:19]([cH:20][cH:21][cH:22][c:23]24)[n:24][c:25]3[CH3:26])[CH2:12][CH2:13]1. Reactants: O (water), C(CCC)(=O)C=1C=NC2=C(C=CC=C2C1NC1=C(C=CC=C1)C)O (3-Butyryl-4-(2-methylphenylamino)-8-hydroxyquinoline), CC(C)([O-])C.[K+] (potassium t-butoxide), Cl.ClCCCN(C)CC1=CC=CC=C1 (N-(3-chloropropyl)-N-methylbenzylamine hydrochloride). The solvent is CN(C)C=O (DMF). Run at time 2 hour. Yields the product C(CCC)(=O)C=1C=NC2=C(C=CC=C2C1NC1=C(C=CC=C1)C)OCCCN(C)CC1=CC=CC=C1 (3-butyryl-4-(2-methylphenylamino)-8-(3-(N-benzyl-N-methylamino)propoxy)quinoline). Isolated yield 14.5%. Reaction SMILES: [C:1]([C:6]1[CH:7]=[N:8][C:9]2[C:14]([C:15]=1[NH:16][C:17]1[CH:22]=[CH:21][CH:20]=[CH:19][C:18]=1[CH3:23])=[CH:13][CH:12]=[CH:11][C:10]=2[OH:24])(=[O:5])[CH2:2][CH2:3][CH3:4].CC(C)([O-])C.[K+].Cl.Cl[CH2:33][CH2:34][CH2:35][N:36]([CH2:38][C:39]1[CH:44]=[CH:43][CH:42]=[CH:41][CH:40]=1)[CH3:37].O>CN(C=O)C>[C:1]([C:6]1[CH:7]=[N:8][C:9]2[C:14]([C:15]=1[NH:16][C:17]1[CH:22]=[CH:21][CH:20]=[CH:19][C:18]=1[CH3:23])=[CH:13][CH:12]=[CH:11][C:10]=2[O:24][CH2:33][CH2:34][CH2:35][N:36]([CH2:38][C:39]1[CH:44]=[CH:43][CH:42]=[CH:41][CH:40]=1)[CH3:37])(=[O:5])[CH2:2][CH2:3][CH3:4] |f:1.2,3.4|. Procedure details: 3-Butyryl-4-(2-methylphenylamino)-8-hydroxyquinoline (3.2 g, 10 mmol) and potassium t-butoxide (5.0 g, 40 mmol) were dissolved in dry DMF (100 ml) and N-(3-chloropropyl)-N-methylbenzylamine hydrochloride (4.1 g, 16 mmol) added. The temperature was raised to 90° and the mixture stirred for 2 hours, then poured into water and extracted with ethyl acetate. Drying, evaporation of the solvent, chromatography (silica gel, 0-3% methanolic ammonia in chloroform) and crystallisation from ether gave 3-but... The reactants are amine, COC=1C=C(C=CC1)C(C)=O (3′-methoxyacetophenone), nitrile, [2H][2H] (hydrogen 2), imine, C(#N)[BH3-].[Na+] (sodium cyanoborohydride), CC(=O)C1=CC=C(C=C1)Cl (4-chloroacetophenone), CC1(CC(C=CC#N)=CC=C1)C1=CC=C(C=C1)Cl (3-methyl-3-(4-chlorophenyl)cinnamonitrile), CC(CCN)C1=CC=C(C=C1)Cl (3-methyl-3-(4-chlorophenyl)propylamine). The reagents and catalysts are CC([O-])C.[Ti+4].CC([O-])C.CC([O-])C.CC([O-])C (titanium(IV) isopropoxide), [OH-].[Pd+2].[OH-] (palladium hydroxide). Run in C(C)(=O)O (acetic acid). The product is CC(CCNC(C)C1=CC(=CC=C1)OC)C1=CC=C(C=C1)Cl (N-[3-methyl-3-(4-chlorophenyl)propyl]-1-(3-methoxyphenyl)ethylamine), 5B/5C. As a reaction SMILES: CC(C1C=CC(Cl)=CC=1)=O.CC1(C2C=CC(Cl)=CC=2)C=CC=C(C=CC#N)C1.[2H][2H].[CH3:31][CH:32]([C:36]1[CH:41]=[CH:40][C:39]([Cl:42])=[CH:38][CH:37]=1)[CH2:33][CH2:34][NH2:35].[CH3:43][O:44][C:45]1[CH:46]=[C:47]([C:51](=O)[CH3:52])[CH:48]=[CH:49][CH:50]=1.C([BH3-])#N.[Na+]>[OH-].[Pd+2].[OH-].CC(C)[O-].[Ti+4].CC(C)[O-].CC(C)[O-].CC(C)[O-].C(O)(=O)C>[CH3:31][CH:32]([C:36]1[CH:37]=[CH:38][C:39]([Cl:42])=[CH:40][CH:41]=1)[CH2:33][CH2:34][NH:35][CH:51]([C:47]1[CH:48]=[CH:49][CH:50]=[C:45]([O:44][CH3:43])[CH:46]=1)[CH3:52] |f:5.6,7.8.9,10.11.12.13.14|. Reported procedure: In a similar fashion, 4-chloroacetophenone was used to prepare 3-methyl-3-(4-chlorophenyl)cinnamonitrile. The nitrile was catalytically reduced (palladium hydroxide, acetic acid, 60 p.s.i. hydrogen 2 hr) to generate 3-methyl-3-(4-chlorophenyl)propylamine. An equal molar amount of the amine, 3′-methoxyacetophenone and 1.25 molar equivalents titanium(IV) isopropoxide were mixed 4 hr at rt and the intermediate imine treated with an ethanolic sodium cyanoborohydride (5 ml of 1 M, 5 mmol). Work-up an... Reactants: COC(=O)c1cc(Oc2ccc(NC(=O)OCc3ccccc3)cc2F)ccn1, CO, CN(C)C=O, Cl, [Li+], [OH-], O. Product: O=C(Nc1ccc(Oc2ccnc(C(=O)O)c2)c(F)c1)OCc1ccccc1. RXN SMILES: [CH3:1][O:2][C:3](=[O:4])[c:5]1[n:6][cH:7][cH:8][c:9]([O:11][c:12]2[c:13]([F:29])[cH:14][c:15]([NH:18][C:19](=[O:20])[O:21][CH2:22][c:23]3[cH:24][cH:25][cH:26][cH:27][cH:28]3)[cH:16][cH:17]2)[cH:10]1.[CH3:34][OH:35].[CH3:36][N:37]([CH3:38])[CH:39]=[O:40].[ClH:33].[Li+:31].[OH-:32].[OH2:30]>>[O:2]=[C:3]([OH:4])[c:5]1[n:6][cH:7][cH:8][c:9]([O:11][c:12]2[c:13]([F:29])[cH:14][c:15]([NH:18][C:19](=[O:20])[O:21][CH2:22][c:23]3[cH:24][cH:25][cH:26][cH:27][cH:28]3)[cH:16][cH:17]2)[cH:10]1. Reactants: OC=1C=C(C=C(C1)C1=CC=CC=C1)C(=O)OC (methyl 5-hydroxybiphenyl-3-carboxylate), [Cl-].[NH4+] (ammonium chloride), N1=CC=CC=C1 (pyridine), FC(S(=O)(=O)OS(=O)(=O)C(F)(F)F)(F)F (trifluoromethanesulfonic acid anhydride). The solvent is C(Cl)(Cl)Cl (CHCl3). Reaction SMILES: N1C=CC=CC=1.[F:7][C:8]([F:21])([F:20])[S:9]([O:12]S(C(F)(F)F)(=O)=O)(=[O:11])=[O:10].O[C:23]1[CH:24]=[C:25]([C:35]([O:37][CH3:38])=[O:36])[CH:26]=[C:27]([C:29]2[CH:34]=[CH:33][CH:32]=[CH:31][CH:30]=2)[CH:28]=1.[Cl-].[NH4+]>C(Cl)(Cl)Cl>[F:7][C:8]([F:21])([F:20])[S:9]([O:12][C:23]1[CH:24]=[C:25]([C:35]([O:37][CH3:38])=[O:36])[CH:26]=[C:27]([C:29]2[CH:34]=[CH:33][CH:32]=[CH:31][CH:30]=2)[CH:28]=1)(=[O:11])=[O:10] |f:3.4|. Yields the product FC(S(=O)(=O)OC=1C=C(C=C(C1)C1=CC=CC=C1)C(=O)OC)(F)F (Methyl 5-{[(trifluoromethyl)sulfonyl]oxy}biphenyl-3-carboxylate). Reaction conditions: time 30 minute. Procedure: With cooling with ice, pyridine (1.2 mL) and trifluoromethanesulfonic acid anhydride (1.2 mL) were added to a CHCl3 (40 mL) solution of methyl 5-hydroxybiphenyl-3-carboxylate, and stirred for 30 minutes with cooling with ice. Aqueous ammonium chloride was added to the reaction liquid, extracted with ethyl acetate, and the organic layer was washed with water, aqueous saturated sodium bicarbonate solution and saturated saline water. This was dried with anhydrous sodium sulfate, filtered and concen...